This data is from the Open Reaction Database (ORD), a public repository of structured organic reaction records. The task is: describe an organic reaction: reactants, conditions, products, and yield The reactants are O=C([O-])[O-], ClCCl, [K+], [K+], OC1(c2ccccn2)CN2CCC1CC2, O=S(Cl)Cl. Yields the product ClC1(c2ccccn2)CN2CCC1CC2. Reaction SMILES: [C:20](=[O:21])([O-:22])[O-:23].[Cl:26][CH2:27][Cl:28].[K+:24].[K+:25].[OH:5][C:6]1([c:14]2[n:15][cH:16][cH:17][cH:18][cH:19]2)[CH2:7][N:8]2[CH2:9][CH2:10][CH:11]1[CH2:12][CH2:13]2.[S:1]([Cl:2])([Cl:3])=[O:4]>>[Cl:3][C:6]1([c:14]2[n:15][cH:16][cH:17][cH:18][cH:19]2)[CH2:7][N:8]2[CH2:9][CH2:10][CH:11]1[CH2:12][CH2:13]2.